This data is from the Open Reaction Database (ORD), a public repository of structured organic reaction records. The task is: describe an organic reaction: reactants, conditions, products, and yield Reactants: aqueous solution, C(C=C)(=O)N (acrylamide), 2-trimethylammoniumethylacrylate chloride, C(CCCCCCCCC)OC(C=C)=O (n-decylacrylate). Run in C(C)(C)O (isopropanol). Run at temperature 75 celsius. Product: C(CCCCCCCCC)OC(C=C)=O.C(C=C)(=O)N (n-Decylacrylate Acrylamide). RXN SMILES: [CH2:1]([O:11][C:12](=[O:15])[CH:13]=[CH2:14])[CH2:2][CH2:3][CH2:4][CH2:5][CH2:6][CH2:7][CH2:8][CH2:9][CH3:10].[C:16]([NH2:20])(=[O:19])[CH:17]=[CH2:18]>C(O)(C)C>[CH2:1]([O:11][C:12](=[O:15])[CH:13]=[CH2:14])[CH2:2][CH2:3][CH2:4][CH2:5][CH2:6][CH2:7][CH2:8][CH2:9][CH3:10].[C:16]([NH2:20])(=[O:19])[CH:17]=[CH2:18] |f:3.4|. Reported procedure: To a 500 mL round-bottom, three-neck flask fitted with a thermocouple, reflux condenser, and septum was added 150 mL of isopropanol followed by 16.13 g of a 50% aqueous solution of 2-trimethylammoniumethylacrylate chloride, 8.06 g of n-decylacrylate, and 8.06 g of acrylamide. The solution was purged with nitrogen for 1 hour and 0.5 g AIBN was added. The mixture was purged for ˜15 minutes until all of the AIBN dissolved. The solution was heated to 75° C. under nitrogen for 16 hours.